describe an organic reaction: reactants, conditions, products, and yield From a dataset of the Open Reaction Database (ORD), a public repository of structured organic reaction records. The reactants are CC(C)(C)OC(=O)N1CCNC(=O)CC1, COC(CCCBr)OC, CN(C)C=O, [H-], [Na+]. The product is COC(CCCN1CCN(C(=O)OC(C)(C)C)CCC1=O)OC. RXN SMILES: [C:3]([CH3:4])([CH3:5])([CH3:6])[O:7][C:8](=[O:9])[N:10]1[CH2:11][CH2:12][NH:13][C:14](=[O:17])[CH2:15][CH2:16]1.[CH3:18][O:19][CH:20]([CH2:21][CH2:22][CH2:23][Br:24])[O:25][CH3:26].[CH3:27][N:28]([CH3:29])[CH:30]=[O:31].[H-:1].[Na+:2]>>[C:3]([CH3:4])([CH3:5])([CH3:6])[O:7][C:8](=[O:9])[N:10]1[CH2:11][CH2:12][N:13]([CH2:23][CH2:22][CH2:21][CH:20]([O:19][CH3:18])[O:25][CH3:26])[C:14](=[O:17])[CH2:15][CH2:16]1.